describe an organic reaction: reactants, conditions, products, and yield From a dataset of the Open Reaction Database (ORD), a public repository of structured organic reaction records. The reactants are CCO, CC(C)(C#N)c1ccc(C(=O)C2CC2)cc1, [K+], [OH-], O. The product is CC(C)(C(N)=O)c1ccc(C(=O)C2CC2)cc1. RXN SMILES: [CH3:17][CH2:18][OH:19].[CH:1]1([C:4](=[O:5])[c:6]2[cH:7][cH:8][c:9]([C:12]([C:13]#[N:14])([CH3:15])[CH3:16])[cH:10][cH:11]2)[CH2:2][CH2:3]1.[K+:21].[OH-:20].[OH2:22]>>[CH:1]1([C:4](=[O:5])[c:6]2[cH:7][cH:8][c:9]([C:12]([C:13]([NH2:14])=[O:19])([CH3:15])[CH3:16])[cH:10][cH:11]2)[CH2:2][CH2:3]1. Starting materials: O=C([O-])[O-], O=C(NCCCCc1ccc(O)cc1)OCc1ccccc1, CN(C)CCCl, Cl, [K+], [K+]. Product: CN(C)CCOc1ccc(CCCCNC(=O)OCc2ccccc2)cc1. Reaction SMILES: [C:30](=[O:31])([O-:32])[O-:33].[CH2:1]([c:2]1[cH:3][cH:4][cH:5][cH:6][cH:7]1)[O:8][C:9]([NH:10][CH2:11][CH2:12][CH2:13][CH2:14][c:15]1[cH:16][cH:17][c:18]([OH:21])[cH:19][cH:20]1)=[O:22].[CH3:24][N:25]([CH2:26][CH2:27][Cl:28])[CH3:29].[ClH:23].[K+:34].[K+:35]>>[CH2:1]([c:2]1[cH:3][cH:4][cH:5][cH:6][cH:7]1)[O:8][C:9]([NH:10][CH2:11][CH2:12][CH2:13][CH2:14][c:15]1[cH:16][cH:17][c:18]([O:21][CH2:27][CH2:26][N:25]([CH3:24])[CH3:29])[cH:19][cH:20]1)=[O:22]. As a reaction SMILES: [CH3:26][CH2:27][OH:28].[Cl:2][c:3]1[cH:4][cH:5][c:6]2[c:7]([N:13]([N:14]=[CH:15][CH3:16])[c:17]3[cH:18][cH:19][c:20]([O:23][CH3:24])[cH:21][cH:22]3)[n:8][cH:9][n:10][c:11]2[cH:12]1.[ClH:1].[ClH:25]>>[Cl:2][c:3]1[cH:4][cH:5][c:6]2[c:7]([N:13]([NH2:14])[c:17]3[cH:18][cH:19][c:20]([O:23][CH3:24])[cH:21][cH:22]3)[n:8][cH:9][n:10][c:11]2[cH:12]1. Product: COc1ccc(N(N)c2ncnc3cc(Cl)ccc23)cc1. Starting materials: CCO, CC=NN(c1ccc(OC)cc1)c1ncnc2cc(Cl)ccc12, Cl, Cl. Product: CN(C(=O)NCc1cccc(F)c1F)C(CCCC(=O)O)COC(=O)Nc1cc2ccccc2cn1. Reaction SMILES: [CH2:41]1[O:42][CH2:43][CH2:44][O:45][CH2:46]1.[ClH:40].[F:1][c:2]1[c:3]([CH2:4][NH:5][C:6]([N:7]([CH3:8])[CH:9]([CH2:10][CH2:11][CH2:12][C:13](=[O:14])[O:15][CH3:16])[CH2:17][O:18][C:19]([NH:20][c:21]2[n:22][cH:23][c:24]3[cH:25][cH:26][cH:27][cH:28][c:29]3[cH:30]2)=[O:31])=[O:32])[cH:33][cH:34][cH:35][c:36]1[F:37].[Li+:39].[OH-:38]>>[F:1][c:2]1[c:3]([CH2:4][NH:5][C:6]([N:7]([CH3:8])[CH:9]([CH2:10][CH2:11][CH2:12][C:13](=[O:14])[OH:15])[CH2:17][O:18][C:19]([NH:20][c:21]2[n:22][cH:23][c:24]3[cH:25][cH:26][cH:27][cH:28][c:29]3[cH:30]2)=[O:31])=[O:32])[cH:33][cH:34][cH:35][c:36]1[F:37]. Starting materials: C1COCCO1, Cl, COC(=O)CCCC(COC(=O)Nc1cc2ccccc2cn1)N(C)C(=O)NCc1cccc(F)c1F, [Li+], [OH-]. Reactants: Cl (hydrochloric acid), C(C)OC(=O)C1CC(CCC1)N1C(C=2C(C3=CC=NC=C13)=NOC2C)=O (3-(3-methyl-4-oxo-5H-2-oxa-1,5,7-triaza-cyclopenta[a]naphthalen-5-yl)-cyclohexane-carboxylic acid ethyl ester), [OH-].[Na+] (sodium hydroxide), C(C)O (ethanol). Solvent: O1CCCC1 (tetrahydrofuran), O (water). Product: CC=1ON=C2C1C(N(C1=CN=CC=C21)C2CC(CCC2)C(=O)O)=O (3-(3-Methyl-4-oxo-5H-2-oxa-1,5,7-triaza-cyclopenta[a]naphthalen-5-yl)-cyclohexanecarboxylic acid). The yield is 87.3%. RXN SMILES: C([O:3][C:4]([CH:6]1[CH2:11][CH2:10][CH2:9][CH:8]([N:12]2[C:21]3[C:16](=[CH:17][CH:18]=[N:19][CH:20]=3)[C:15]3=[N:22][O:23][C:24]([CH3:25])=[C:14]3[C:13]2=[O:26])[CH2:7]1)=[O:5])C.[OH-].[Na+].C(O)C.Cl>O.O1CCCC1>[CH3:25][C:24]1[O:23][N:22]=[C:15]2[C:16]3[C:21](=[CH:20][N:19]=[CH:18][CH:17]=3)[N:12]([CH:8]3[CH2:9][CH2:10][CH2:11][CH:6]([C:4]([OH:5])=[O:3])[CH2:7]3)[C:13](=[O:26])[C:14]=12 |f:1.2|. Reported procedure: Combine 3-(3-methyl-4-oxo-5H-2-oxa-1,5,7-triaza-cyclopenta[a]naphthalen-5-yl)-cyclohexane-carboxylic acid ethyl ester (620 mg, 1.75 mmol) with aqueous sodium hydroxide (2N, 5.0 mL, 10.0 mmol), ethanol (2 mL), and tetrahydrofuran (2 mL) and stir at ambient temperature until hydrolysis is complete. Add water and adjust to approx. pH 3.0 with aqueous hydrochloric acid. Extract with dichloromethane and dry over sodium sulfate and concentrate in vacuo to give the desired acid as a tan solid (500 mg, ... Reactants: P(=O)([O-])(O)O.[Na+] (monosodium phosphate), CC1([C@@H]([C@@H]1C=C(Br)Br)C(=O)OC(C)(C)C)C (1,1-dimethylethyl(1R,cis)2,2-dimethyl-3-(2',2'-dibromovinyl)-cyclopropane-carboxylate), ClC(=O)OC1=CC=CC=C1 (phenyl chloroformate), solution, C(CCC)[Li] (butyllithium). Solvent: C1CCCCC1 (cyclohexane), O1CCCC1 (tetrahydrofuran). Conditions: temperature -65 celsius. Product: CC1([C@@H]([C@@H]1C#CC(OC1=CC=CC=C1)=O)C(=O)OC(C)(C)C)C (1,1-dimethylethyl(1R,cis)2,2-dimethyl-3-[3-oxo-3-phenoxy-1-propynyl]-cyclopropane-carboxylate). RXN SMILES: [CH3:1][C:2]1([CH3:16])[C@@H:4]([CH:5]=[C:6](Br)Br)[C@H:3]1[C:9]([O:11][C:12]([CH3:15])([CH3:14])[CH3:13])=[O:10].C([Li])CCC.Cl[C:23]([O:25][C:26]1[CH:31]=[CH:30][CH:29]=[CH:28][CH:27]=1)=[O:24].P(O)(O)([O-])=O.[Na+]>O1CCCC1.C1CCCCC1>[CH3:1][C:2]1([CH3:16])[C@@H:4]([C:5]#[C:6][C:23](=[O:24])[O:25][C:26]2[CH:31]=[CH:30][CH:29]=[CH:28][CH:27]=2)[C@H:3]1[C:9]([O:11][C:12]([CH3:15])([CH3:14])[CH3:13])=[O:10] |f:3.4|. Procedure: A solution of 25 g of 1,1-dimethylethyl(1R,cis)2,2-dimethyl-3-(2',2'-dibromovinyl)-cyclopropane-carboxylate in 250 ml of tetrahydrofuran was admixed with 48 ml of a 20% solution of butyllithium in cyclohexane with stirring at -65° C. and the mixture was stirred for one hour at -65° C. 9.6 ml of phenyl chloroformate were added to mixture which was then stirred at -65° C. for one hour. The temperature was allowed to return to room temperature while the stirring was maintained and the mixture was p... Reactants: CC1(C)OCC2OCC(O)C(O)C2O1, CO, CCOC(C)=O, [Na+], O=C([O-])O. The product is OCC1OCC(O)C(O)C1O. RXN SMILES: [CH3:1][C:2]1([CH3:14])[O:3][CH2:4][CH:5]2[CH:6]([O:7]1)[CH:8]([OH:13])[CH:9]([OH:12])[CH2:10][O:11]2.[CH3:20][OH:21].[CH3:22][CH2:23][O:24][C:25]([CH3:26])=[O:27].[Na+:19].[O-:15][C:16]([OH:17])=[O:18]>>[OH:3][CH2:4][CH:5]1[CH:6]([OH:7])[CH:8]([OH:13])[CH:9]([OH:12])[CH2:10][O:11]1. The reactants are COC(=O)c1cc2c(cn1)[nH]c1ccc(Oc3ccc([N+](=O)[O-])cn3)cc12, CO. Product: COC(=O)c1cc2c(cn1)[nH]c1ccc(Oc3ccc(N)cn3)cc12. RXN SMILES: [CH3:1][O:2][C:3](=[O:4])[c:5]1[n:6][cH:7][c:8]2[nH:9][c:10]3[cH:11][cH:12][c:13]([O:18][c:19]4[n:20][cH:21][c:22]([N+:25]([O-:26])=[O:27])[cH:23][cH:24]4)[cH:14][c:15]3[c:16]2[cH:17]1.[CH3:28][OH:29]>>[CH3:1][O:2][C:3](=[O:4])[c:5]1[n:6][cH:7][c:8]2[nH:9][c:10]3[cH:11][cH:12][c:13]([O:18][c:19]4[n:20][cH:21][c:22]([NH2:25])[cH:23][cH:24]4)[cH:14][c:15]3[c:16]2[cH:17]1. Starting materials: CCN=C=NCCCN(C)C, CN1CCOCC1, CCOC(C)=O, ClCCl, Cl, Nc1ncc(-c2ccccc2)nc1C(=O)O, NCc1ccccc1, On1nnc2ccccc21. The product is Nc1ncc(-c2ccccc2)nc1C(=O)NCc1ccccc1. RXN SMILES: [CH2:18]([N:19]=[C:20]=[N:21][CH2:22][CH2:23][CH2:24][N:25]([CH3:26])[CH3:27])[CH3:28].[CH3:39][N:40]1[CH2:41][CH2:42][O:43][CH2:44][CH2:45]1.[CH3:57][CH2:58][O:59][C:60](=[O:61])[CH3:62].[Cl:54][CH2:55][Cl:56].[ClH:17].[NH2:1][c:2]1[c:3]([C:14](=[O:15])[OH:16])[n:4][c:5](-[c:8]2[cH:9][cH:10][cH:11][cH:12][cH:13]2)[cH:6][n:7]1.[NH2:46][CH2:47][c:48]1[cH:49][cH:50][cH:51][cH:52][cH:53]1.[OH:29][n:30]1[c:31]2[cH:32][cH:33][cH:34][cH:35][c:36]2[n:37][n:38]1>>[NH2:1][c:2]1[c:3]([C:14](=[O:16])[NH:46][CH2:47][c:48]2[cH:49][cH:50][cH:51][cH:52][cH:53]2)[n:4][c:5](-[c:8]2[cH:9][cH:10][cH:11][cH:12][cH:13]2)[cH:6][n:7]1. Reagents/catalysts: C=1C=CC(=CC1)[P](C=2C=CC=CC2)(C=3C=CC=CC3)[Pd]([P](C=4C=CC=CC4)(C=5C=CC=CC5)C=6C=CC=CC6)([P](C=7C=CC=CC7)(C=8C=CC=CC8)C=9C=CC=CC9)[P](C=1C=CC=CC1)(C=1C=CC=CC1)C=1C=CC=CC1 (tetrakis(triphenylphosphine)palladium). As a reaction SMILES: [C:1]([Si:5]([O:8][CH:9]([CH2:14][CH2:15][C:16]1[CH:21]=[CH:20][C:19]([C:22]([CH2:41][CH3:42])([C:25]2[CH:30]=[CH:29][C:28](B3OC(C)(C)C(C)(C)O3)=[C:27]([CH3:40])[CH:26]=2)[CH2:23][CH3:24])=[CH:18][C:17]=1[CH3:43])[C:10]([CH3:13])([CH3:12])[CH3:11])([CH3:7])[CH3:6])([CH3:4])([CH3:3])[CH3:2].[CH2:44]([O:46][C:47](=[O:56])[CH2:48][C:49]1[CH:50]=[N:51][C:52](Br)=[N:53][CH:54]=1)[CH3:45].P([O-])([O-])([O-])=O.[K+].[K+].[K+]>C1C=CC([P]([Pd]([P](C2C=CC=CC=2)(C2C=CC=CC=2)C2C=CC=CC=2)([P](C2C=CC=CC=2)(C2C=CC=CC=2)C2C=CC=CC=2)[P](C2C=CC=CC=2)(C2C=CC=CC=2)C2C=CC=CC=2)(C2C=CC=CC=2)C2C=CC=CC=2)=CC=1.O>[CH2:44]([O:46][C:47](=[O:56])[CH2:48][C:49]1[CH:50]=[N:51][C:52]([C:28]2[CH:29]=[CH:30][C:25]([C:22]([C:19]3[CH:20]=[CH:21][C:16]([CH2:15][CH2:14][CH:9]([O:8][Si:5]([C:1]([CH3:4])([CH3:3])[CH3:2])([CH3:6])[CH3:7])[C:10]([CH3:11])([CH3:13])[CH3:12])=[C:17]([CH3:43])[CH:18]=3)([CH2:23][CH3:24])[CH2:41][CH3:42])=[CH:26][C:27]=2[CH3:40])=[N:53][CH:54]=1)[CH3:45] |f:2.3.4.5,^1:68,70,89,108|. Isolated yield 86.1%. Reaction conditions: temperature 95.5 celsius, time 9 hour. The solvent is O (Water). Reactants: C(C)(C)(C)[Si](C)(C)OC(C(C)(C)C)CCC1=C(C=C(C=C1)C(CC)(C1=CC(=C(C=C1)B1OC(C(O1)(C)C)(C)C)C)CC)C (t-butyl-(1-{2-[4-(1-ethyl-1-{4-[4,4,5,5-tetramethyl-[1,3,2]dioxaborolan-2-yl]-3-methyl-phenyl}-propyl)-2-methyl-phenyl]-ethyl}-2,2-dimethyl-propoxy)dimethylsilane), C(C)OC(CC=1C=NC(=NC1)Br)=O (2-bromopyrimidine-5-acetic acid ethyl ester), P(=O)([O-])([O-])[O-].[K+].[K+].[K+] (potassium phosphate). Yields the product C(C)OC(CC=1C=NC(=NC1)C1=C(C=C(C=C1)C(CC)(CC)C1=CC(=C(C=C1)CCC(C(C)(C)C)O[Si](C)(C)C(C)(C)C)C)C)=O ({2-[4-(1-{4-[3-(t-butyl-dimethyl-silanyloxy)-4,4-dimethyl-pentyl]-3-methyl-phenyl}-1-ethyl-propyl)-2-methyl-phenyl]-pyrimidin-5-yl}-acetic Acid Ethyl Ester). Procedure details: Degassed N,N-dimethylformamide (0.30 mL) was added to t-butyl-(1-{2-[4-(1-ethyl-1-{4-[4,4,5,5-tetramethyl-[1,3,2]dioxaborolan-2-yl]-3-methyl-phenyl}-propyl)-2-methyl-phenyl]-ethyl}-2,2-dimethyl-propoxy)dimethylsilane (Example 23-(1); 30.0 mg, 0.0494 mmol), 2-bromopyrimidine-5-acetic acid ethyl ester (Example 43-(3); 22.9 mg, 0.027 mmol), tetrakis(triphenylphosphine)palladium (0) (24.7 mg, 0.021 mmol) and potassium phosphate (29.3 mg, 0.138 mmol). After replacement with nitrogen, the mixture was ...